Dataset: the Open Reaction Database (ORD), a public repository of structured organic reaction records. Task: describe an organic reaction: reactants, conditions, products, and yield The reactants are CC(C)(C)[O-], [K+], Nc1nc(N)c2c(F)cccc2n1, O, Oc1ccccc1. The product is Nc1ncnc2cccc(F)c12. RXN SMILES: [CH3:8][C:9]([CH3:10])([O-:11])[CH3:12].[K+:13].[NH2:14][c:15]1[n:16][c:17]2[cH:18][cH:19][cH:20][c:21]([F:26])[c:22]2[c:23]([NH2:25])[n:24]1.[OH2:27].[OH:1][c:2]1[cH:3][cH:4][cH:5][cH:6][cH:7]1>>[cH:15]1[n:16][c:17]2[cH:18][cH:19][cH:20][c:21]([F:26])[c:22]2[c:23]([NH2:25])[n:24]1. Starting materials: C(C1=CC=CC=C1)(=O)NNC(C)(C)C (Benzoyl-2-tert-butylhydrazine), [OH-].[Na+] (sodium hydroxide), ClC=1C=C(C(=O)Cl)C=CC1Cl (3,4-dichlorobenzoyl chloride). The solvent is C(Cl)Cl (methylene chloride), C(Cl)Cl (methylene chloride). Yields the product C(C1=CC=CC=C1)(=O)NN(C(C1=CC(=C(C=C1)Cl)Cl)=O)C(C)(C)C (2-benzoyl-1-tert-butyl-1-(3,4-dichlorobenzoyl)hydrazine). Isolated yield 77.8%. Reaction SMILES: [C:1]([NH:9][NH:10][C:11]([CH3:14])([CH3:13])[CH3:12])(=[O:8])[C:2]1[CH:7]=[CH:6][CH:5]=[CH:4][CH:3]=1.[OH-].[Na+].[Cl:17][C:18]1[CH:19]=[C:20]([CH:24]=[CH:25][C:26]=1[Cl:27])[C:21](Cl)=[O:22]>C(Cl)Cl>[C:1]([NH:9][N:10]([C:11]([CH3:14])([CH3:13])[CH3:12])[C:21](=[O:22])[C:20]1[CH:24]=[CH:25][C:26]([Cl:27])=[C:18]([Cl:17])[CH:19]=1)(=[O:8])[C:2]1[CH:7]=[CH:6][CH:5]=[CH:4][CH:3]=1 |f:1.2|. Reported procedure: Benzoyl-2-tert-butylhydrazine (4.8 g, 0.25 mole) is stirred vigorously in a two-phase system of 50 mL of methylene chloride and 25 mL of 10% aqueous sodium hydroxide (2.5 g, 0.063 mole) until all dissolves. To this solution is added a solution of 3,4-dichlorobenzoyl chloride (7.3 g, 0.025 mole) in methylene chloride. After stirring the two-phase mixture several hours at ambient temperature, the solid is removed and washed with water and methylene chloride. Recrystallization from 2-propanol gives... Starting materials: O=C(Cl)c1ccncc1, CN1CCC(Oc2cccc(N)n2)CC1, Cl. Product: CN1CCC(Oc2cccc(NC(=O)c3ccncc3)n2)CC1, Cl. Reaction SMILES: [C:17]([c:18]1[cH:19][cH:20][n:21][cH:22][cH:23]1)(=[O:24])[Cl:25].[CH3:1][N:2]1[CH2:3][CH2:4][CH:5]([O:8][c:9]2[cH:10][cH:11][cH:12][c:13]([NH2:15])[n:14]2)[CH2:6][CH2:7]1.[ClH:16]>>[CH3:1][N:2]1[CH2:3][CH2:4][CH:5]([O:8][c:9]2[cH:10][cH:11][cH:12][c:13]([NH:15][C:17]([c:18]3[cH:19][cH:20][n:21][cH:22][cH:23]3)=[O:24])[n:14]2)[CH2:6][CH2:7]1.[ClH:25]. The reactants are NC1=CC=C2C(=N1)C(=CN2)C=2CCN(CC2)CC (5-amino-3-(1-ethyl-1,2,3,6-tetrahydropyridin-4-yl)pyrrolo[3,2-b]pyridine), S1C(=CC=C1)C(=O)Cl (2-thiophenecarbonyl chloride). Product: S1C(=CC=C1)C(=O)NC1=CC=C2C(=N1)C(=CN2)C=2CCN(CC2)CC (5-(N-[2-thiophenecarbonyl]amino)-3-(1-ethyl-1,2,3,6-tetrahydropyridin-4-yl)pyrrolo[3,2-b]pyridine). RXN SMILES: [NH2:1][C:2]1[N:7]=[C:6]2[C:8]([C:11]3[CH2:12][CH2:13][N:14]([CH2:17][CH3:18])[CH2:15][CH:16]=3)=[CH:9][NH:10][C:5]2=[CH:4][CH:3]=1.[S:19]1[CH:23]=[CH:22][CH:21]=[C:20]1[C:24](Cl)=[O:25]>>[S:19]1[CH:23]=[CH:22][CH:21]=[C:20]1[C:24]([NH:1][C:2]1[N:7]=[C:6]2[C:8]([C:11]3[CH2:12][CH2:13][N:14]([CH2:17][CH3:18])[CH2:15][CH:16]=3)=[CH:9][NH:10][C:5]2=[CH:4][CH:3]=1)=[O:25]. Procedure: Beginning with 0.015 gm (0.062 mMol) 5-amino-3-(1-ethyl-1,2,3,6-tetrahydropyridin-4-yl)pyrrolo[3,2-b]pyridine and 0.007 mL (0.068 mMol) 2-thiophenecarbonyl chloride, the title compound was prepared essentially by the procedure described in Example 7. Starting materials: CS(=O)(=O)C=1C(=CC(=C(C(=O)NC(=N)N)C1)C)OC1=CC(=C(C=C1)S(=O)(=O)C)S(F)(F)(F)(F)F (N-[5-methanesulfonyl-4-(4-methanesulfonyl-3-pentafluorosulfanylphenoxy)-2-methylbenzoyl]guanidine), Cl (HCl). The product is Cl.CS(=O)(=O)C=1C(=CC(=C(C(=O)NC(=N)N)C1)C)OC1=CC(=C(C=C1)S(=O)(=O)C)S(F)(F)(F)(F)F (N-[5-methanesulfonyl-4-(4-methanesulfonyl-3-pentafluorosulfanylphenoxy)-2-methylbenzoyl]guanidine, hydrochloride). Reaction SMILES: [CH3:1][S:2]([C:5]1[C:6]([O:18][C:19]2[CH:24]=[CH:23][C:22]([S:25]([CH3:28])(=[O:27])=[O:26])=[C:21]([S:29]([F:34])([F:33])([F:32])([F:31])[F:30])[CH:20]=2)=[CH:7][C:8]([CH3:17])=[C:9]([CH:16]=1)[C:10]([NH:12][C:13]([NH2:15])=[NH:14])=[O:11])(=[O:4])=[O:3].[ClH:35]>>[ClH:35].[CH3:1][S:2]([C:5]1[C:6]([O:18][C:19]2[CH:24]=[CH:23][C:22]([S:25]([CH3:28])(=[O:27])=[O:26])=[C:21]([S:29]([F:32])([F:34])([F:33])([F:30])[F:31])[CH:20]=2)=[CH:7][C:8]([CH3:17])=[C:9]([CH:16]=1)[C:10]([NH:12][C:13]([NH2:15])=[NH:14])=[O:11])(=[O:3])=[O:4] |f:2.3|. Procedure details: 400 mg of N-[5-methanesulfonyl-4-(4-methanesulfonyl-3-pentafluorosulfanylphenoxy)-2-methylbenzoyl]guanidine were dissolved in dilute aqueous HCl solution and then the volatiles were removed in vacuo. The residue was recrystallized from water to result in 200 mg of a pale gray solid, mp 275° C. The reactants are O=[N+]([O-])CBr, O=C1C=CC(=O)N1Cc1ccccc1, CC#N, [K+], [K+], O=C([O-])[O-]. The product is O=C1C2C(C(=O)N1Cc1ccccc1)C2[N+](=O)[O-]. RXN SMILES: [Br:15][CH2:16][N+:17](=[O:18])[O-:19].[CH2:1]([c:2]1[cH:3][cH:4][cH:5][cH:6][cH:7]1)[N:8]1[C:9](=[O:14])[CH:10]=[CH:11][C:12]1=[O:13].[CH3:26][C:27]#[N:28].[K+:20].[K+:21].[O-:22][C:23]([O-:24])=[O:25]>>[CH2:1]([c:2]1[cH:3][cH:4][cH:5][cH:6][cH:7]1)[N:8]1[C:9](=[O:14])[CH:10]2[CH:11]([C:12]1=[O:13])[CH:16]2[N+:17](=[O:18])[O-:19].